describe an organic reaction: reactants, conditions, products, and yield From a dataset of the Open Reaction Database (ORD), a public repository of structured organic reaction records. Reactants: O=C([O-])[O-], Cc1ccccc1, CCCCCC1CCC(c2ccc(I)c(F)c2)CC1, OB(O)c1cc(F)cc(F)c1, [K+], [K+], O. The product is CCCCCC1CCC(c2ccc(-c3cc(F)cc(F)c3)c(F)c2)CC1. Reaction SMILES: [C:31](=[O:32])([O-:33])[O-:34].[CH3:37][c:38]1[cH:39][cH:40][cH:41][cH:42][cH:43]1.[F:1][c:2]1[c:3]([I:19])[cH:4][cH:5][c:6]([CH:8]2[CH2:9][CH2:10][CH:11]([CH2:14][CH2:15][CH2:16][CH2:17][CH3:18])[CH2:12][CH2:13]2)[cH:7]1.[F:20][c:21]1[cH:22][c:23]([B:28]([OH:29])[OH:30])[cH:24][c:25]([F:27])[cH:26]1.[K+:35].[K+:36].[OH2:44]>>[F:1][c:2]1[c:3](-[c:23]2[cH:22][c:21]([F:20])[cH:26][c:25]([F:27])[cH:24]2)[cH:4][cH:5][c:6]([CH:8]2[CH2:9][CH2:10][CH:11]([CH2:14][CH2:15][CH2:16][CH2:17][CH3:18])[CH2:12][CH2:13]2)[cH:7]1. Reactants: Cl (hydrochloric acid), Cl[C@@H](C(=O)O)CC1=CC=CC=C1 ((2R)-2-chloro-3-phenylpropionic acid), C(C)(=S)[O-].[K+] (potassium thioacetate), S(=S)(=O)([O-])[O-].[Na+].[Na+] (sodium thiosulfate). The solvent is CN(C=O)C (dimethylformamide), C1(=CC=CC=C1)C (toluene). Run at time 24 hour. Yields the product C(C)(=O)S[C@H](C(=O)O)CC1=CC=CC=C1 ((2S)-2-acetylthio-3-phenylpropionic acid). The yield is 85.0%. Reaction SMILES: Cl[C@H:2]([CH2:6][C:7]1[CH:12]=[CH:11][CH:10]=[CH:9][CH:8]=1)[C:3]([OH:5])=[O:4].[C:13]([O-:16])(=[S:15])[CH3:14].[K+].S([O-])([O-])(=O)=S.[Na+].[Na+].Cl>C1(C)C=CC=CC=1.CN(C)C=O>[C:13]([S:15][C@@H:2]([CH2:6][C:7]1[CH:12]=[CH:11][CH:10]=[CH:9][CH:8]=1)[C:3]([OH:5])=[O:4])(=[O:16])[CH3:14] |f:1.2,3.4.5|. Procedure: The (2R)-2-chloro-3-phenylpropionic acid obtained in Example 13, 20.0 g (108.0 ml), to a mixture of 16.1 g (141.0 mmol) of potassium thioacetate and 40 ml of dimethylformamide was added dropwise at 0° C. and the mixture was stirred at room temperature for 24 hours. To the reaction mixture were added 60 ml of 6% sodium thiosulfate aqueous solution and 200 ml of toluene. The mixture was then adjusted to pH 1.7 with 35% aqueous hydrochloric acid and, after phase separation, the organic phase was re... The reactants are COC=1C=C2C(=CN(C2=CC1OC)C)C1=CC=2C(=NC=CC2C(O)C2=CC=CC=C2)N1S(=O)(=O)C1=CC=C(C=C1)C ([2-(5,6-dimethoxy-1-methyl-1H-indol-3-yl)-1-(toluene-4-sulfonyl)-1H-pyrrolo[2,3-b]pyrid-4-yl]phenylmethanol), [OH-].[K+] (potassium hydroxide). RXN SMILES: [CH3:1][O:2][C:3]1[CH:4]=[C:5]2[C:9](=[CH:10][C:11]=1[O:12][CH3:13])[N:8]([CH3:14])[CH:7]=[C:6]2[C:15]1[N:31](S(C2C=CC(C)=CC=2)(=O)=O)[C:18]2=[N:19][CH:20]=[CH:21][C:22]([CH:23]([C:25]3[CH:30]=[CH:29][CH:28]=[CH:27][CH:26]=3)[OH:24])=[C:17]2[CH:16]=1.[OH-].[K+]>>[CH3:1][O:2][C:3]1[CH:4]=[C:5]2[C:9](=[CH:10][C:11]=1[O:12][CH3:13])[N:8]([CH3:14])[CH:7]=[C:6]2[C:15]1[NH:31][C:18]2=[N:19][CH:20]=[CH:21][C:22]([CH:23]([C:25]3[CH:26]=[CH:27][CH:28]=[CH:29][CH:30]=3)[OH:24])=[C:17]2[CH:16]=1 |f:1.2|. Procedure: [2-(5,6-Dimethoxy-1-methyl-1H-indol-3-yl)-1H-pyrrolo[2,3-b]pyrid-4-yl]phenylmethanol is prepared as described in Example 179a starting with 0.105 g of [2-(5,6-dimethoxy-1-methyl-1H-indol-3-yl)-1-(toluene-4-sulfonyl)-1H-pyrrolo[2,3-b]pyrid-4-yl]phenylmethanol instead of the [2-(5,6-dimethoxy-1-methyl-1H-indol-3-yl)-1-(toluene-4-sulfonyl)-1H-pyrrolo[2,3-b]pyrid-4-ylmethyl](4-trifluoromethylsulfanylbenzyl)amine used in Example 179a and 0.85 cm3 of 5N potassium hydroxide. 0.070 g Of [2-(5,6-dimethox... The yield is 91.5%. The product is COC=1C=C2C(=CN(C2=CC1OC)C)C1=CC=2C(=NC=CC2C(O)C2=CC=CC=C2)N1 ([2-(5,6-dimethoxy-1-methyl-1H-indol-3-yl)-1H-pyrrolo[2,3-b]pyrid-4-yl]phenylmethanol).